From a dataset of the Open Reaction Database (ORD), a public repository of structured organic reaction records. describe an organic reaction: reactants, conditions, products, and yield The reactants are N(C1=CC=CC=C1)CC(=O)OC1(CCCC1)C (1-methylcyclopentyl 2-anilinoacetate), CC=1C=C(C=CC1)NC(NCC(=O)O)=O (2-[3-(3-methylphenyl)ureido]acetic acid), S(=O)(Cl)Cl (thionyl chloride). The yield is 7.2%. Reaction SMILES: [NH:1]([CH2:8][C:9]([O:11][C:12]1([CH3:17])[CH2:16][CH2:15][CH2:14][CH2:13]1)=[O:10])[C:2]1[CH:7]=[CH:6][CH:5]=[CH:4][CH:3]=1.[CH3:18][C:19]1[CH:20]=[C:21]([NH:25][C:26](=[O:32])[NH:27][CH2:28][C:29](O)=[O:30])[CH:22]=[CH:23][CH:24]=1.S(Cl)(Cl)=O>>[CH3:18][C:19]1[CH:20]=[C:21]([NH:25][C:26](=[O:32])[NH:27][CH2:28][C:29]([N:1]([CH2:8][C:9]([O:11][C:12]2([CH3:17])[CH2:16][CH2:15][CH2:14][CH2:13]2)=[O:10])[C:2]2[CH:7]=[CH:6][CH:5]=[CH:4][CH:3]=2)=[O:30])[CH:22]=[CH:23][CH:24]=1. Procedure details: Following a procedure analogous to that described in Example 1, but using 4.8 g of 1-methylcyclopentyl 2-anilinoacetate, 4.1 g of 2-[3-(3-methylphenyl)ureido]acetic acid and 1.4 cm3 of thionyl chloride as starting materials, 0.6 g of 1-methylcyclopentyl 2-{2-[3-(3-methylphenyl)ureido]-N-phenylacetamido}acetate melting at 160° C. is obtained after recrystallization from an acetonitrile/diisopropyl ether mixture (40/60 by volume). The product is CC=1C=C(C=CC1)NC(NCC(=O)N(C1=CC=CC=C1)CC(=O)OC1(CCCC1)C)=O (1-methylcyclopentyl 2-{2-[3-(3-methylphenyl)ureido]-N-phenylacetamido}acetate). Product: IC=1C=C(CN2C(CCC2)=O)C=CC1 (1-(3-iodobenzyl)pyrrolidin-2-one). Reaction conditions: temperature 0 celsius. Solvent: O (water), CN(C)C=O (DMF). As a reaction SMILES: [NH:1]1[CH2:5][CH2:4][CH2:3][C:2]1=[O:6].[H-].[Na+].Br[CH2:10][C:11]1[CH:16]=[CH:15][CH:14]=[C:13]([I:17])[CH:12]=1>CN(C=O)C.O>[I:17][C:13]1[CH:12]=[C:11]([CH:16]=[CH:15][CH:14]=1)[CH2:10][N:1]1[CH2:5][CH2:4][CH2:3][C:2]1=[O:6] |f:1.2|. The reactants are N1C(CCC1)=O (pyrrolidin-2-one), [H-].[Na+] (NaH), BrCC1=CC(=CC=C1)I (1-(bromomethyl)-3-iodobenzene). Yield: 107.2%. Procedure details: To a stirred solution of pyrrolidin-2-one (1.55 mL, 20.2 mmol) in DMF (25 mL) at 0° C. under N2 was added NaH (60% dispersion in mineral oil, 808 mg, 20.2 mmol) portion-wise over 10 min. The reaction mixture was maintained at 0° C. for 30 min and was then treated with 1-(bromomethyl)-3-iodobenzene (5.00 g, 17.0 mmol) over 10 min and afterwards was warmed to RT for 2 hr. The resulting mixture was diluted with water (100 mL) and extracted with DCM (2×100 mL). The combined organic extracts were was... Reactants: COC(C=CC1=CC=2CC3=CC(=CC=C3C2C=C1)C=CC(=O)OC)=O (9H-fluorene-2,7-diacrylic acid dimethyl ester), Cl (hydrochloric acid), [BH4-].[Na+] (sodium borohydride), [Cl-].[Li+] (lithium chloride). Solvent: COCCOCCOC (diglyme), C(C)O (ethanol). Conditions: temperature 5 celsius, time 15 minute. Product: OCCCC1=CC=C2C=3C=CC(=CC3CC2=C1)CCCO (3-[7-(3-Hydroxy-propyl)-9H-fluoren-2-yl]-propan-1-ol). Isolated yield 43.7%. As a reaction SMILES: [BH4-].[Na+].[Cl-].[Li+].C[O:6][C:7](=O)[CH:8]=[CH:9][C:10]1[CH:22]=[CH:21][C:20]2[C:19]3[C:14](=[CH:15][C:16]([CH:23]=[CH:24][C:25](OC)=[O:26])=[CH:17][CH:18]=3)[CH2:13][C:12]=2[CH:11]=1.Cl>C(O)C.COCCOCCOC>[OH:6][CH2:7][CH2:8][CH2:9][C:10]1[CH:11]=[C:12]2[C:20]([C:19]3[CH:18]=[CH:17][C:16]([CH2:23][CH2:24][CH2:25][OH:26])=[CH:15][C:14]=3[CH2:13]2)=[CH:21][CH:22]=1 |f:0.1,2.3|. Procedure: A mixture of sodium borohydride (3.7 g, 98 mmol) and lithium chloride (4.2 g, 101 mmol) in ethanol (70 ml) was stirred at 5° C. for 15 min, 9H-fluorene-2,7-diacrylic acid dimethyl ester (5.0 g, 15 mmol) in diglyme (150 ml) was added portionwise at 20-50° C. and the mixture was refluxed for 18 h. Diluted hydrochloric acid was added dropwise after cooling and the mixture was extracted with diethyl ether. Organic layer was separated, dried (MgSO4) and evaporated to give a residue, which was purifie... Starting materials: C(CC)N(C1CC2=CC(=C(C=C2C1)C(=O)[O-])C(=O)[O-])CCC (2-(dipropylamino)-2,3-dihydro-1H-indene-5,6-dicarboxylate), NC1=CC=CC=C1 (aniline), Cl (HCl). Product: C(CC)N(C1CC=2C(=CC=3C(N(C(C3C2)=O)C2=CC=CC=C2)=O)C1)CCC (6-(Dipropylamino)-6,7-dihydro-2-phenylcyclopent[f]isoindole-1,3(2H,5H)-dione). RXN SMILES: [CH2:1]([N:4]([CH2:20][CH2:21][CH3:22])[CH:5]1[CH2:13][C:12]2[C:7](=[CH:8][C:9]([C:17]([O-])=[O:18])=[C:10]([C:14]([O-:16])=O)[CH:11]=2)[CH2:6]1)[CH2:2][CH3:3].[NH2:23][C:24]1[CH:29]=[CH:28][CH:27]=[CH:26][CH:25]=1.Cl>>[CH2:20]([N:4]([CH2:1][CH2:2][CH3:3])[CH:5]1[CH2:6][C:7]2=[CH:8][C:9]3[C:17](=[O:18])[N:23]([C:24]4[CH:29]=[CH:28][CH:27]=[CH:26][CH:25]=4)[C:14](=[O:16])[C:10]=3[CH:11]=[C:12]2[CH2:13]1)[CH2:21][CH3:22]. Procedure: Using procedure 49, 2-(dipropylamino)-2,3-dihydro-1H-indene-5,6-dicarboxylate (92, 0.3 g, 1.0 mmol) was treated with aniline (0.11 g, 1.2 mmol). Purification on silica gel, eluting with 2:1 hexane/acetone, afforded a solid that was converted to an HCl salt and recrystallized from EtOAc/2-propanol to give 121 as a white solid (m.p. 241-242° C.). The reactants are Br, CC(=O)O, Cc1cccc(OCC(CNc2ccccc2[N+](=O)[O-])NC(=O)OCc2ccccc2)c1, ClCCl. The product is Br, Cc1cccc(OCC(N)CNc2ccccc2[N+](=O)[O-])c1. RXN SMILES: [BrH:37].[C:33]([OH:34])(=[O:35])[CH3:36].[CH3:1][c:2]1[cH:3][c:4]([O:5][CH2:6][CH:7]([CH2:8][NH:9][c:10]2[c:11]([N+:16](=[O:17])[O-:18])[cH:12][cH:13][cH:14][cH:15]2)[NH:19][C:20](=[O:21])[O:22][CH2:23][c:24]2[cH:25][cH:26][cH:27][cH:28][cH:29]2)[cH:30][cH:31][cH:32]1.[Cl:38][CH2:39][Cl:40]>>[BrH:37].[CH3:1][c:2]1[cH:3][c:4]([O:5][CH2:6][CH:7]([CH2:8][NH:9][c:10]2[c:11]([N+:16](=[O:17])[O-:18])[cH:12][cH:13][cH:14][cH:15]2)[NH2:19])[cH:30][cH:31][cH:32]1. Reaction SMILES: [CH3:1][C:2]1[C:22]([O:23][CH2:24][CH2:25][CH2:26][NH:27][C:28]2[CH:33]=[CH:32][CH:31]=[CH:30][N:29]=2)=[CH:21][C:5]2[CH2:6][C:7]3[CH:20]=[CH:19][CH:18]=[CH:17][C:8]=3[CH:9]([CH2:11][C:12]([O:14]CC)=[O:13])[CH2:10][C:4]=2[CH:3]=1.N1C=CC=CC=1NCCCOC1C=CC2C[C@H](CC(OCC)=O)C3C=CC=CC=3CC=2C=1>>[CH3:1][C:2]1[C:22]([O:23][CH2:24][CH2:25][CH2:26][NH:27][C:28]2[CH:33]=[CH:32][CH:31]=[CH:30][N:29]=2)=[CH:21][C:5]2[CH2:6][C:7]3[CH:20]=[CH:19][CH:18]=[CH:17][C:8]=3[CH:9]([CH2:11][C:12]([OH:14])=[O:13])[CH2:10][C:4]=2[CH:3]=1. The reactants are ( c ), CC1=CC2=C(CC3=C(C(C2)CC(=O)OCC)C=CC=C3)C=C1OCCCNC1=NC=CC=C1 (ethyl (±)-10,11-dihydro-2-methyl-3-[3-(pyridin-2-ylamino)-1-propyloxy]-5H-dibenzo[a,d]cycloheptene-10-acetate), N1=C(C=CC=C1)NCCCOC=1C=CC2=C(CC3=C([C@H](C2)CC(=O)OCC)C=CC=C3)C1 (ethyl (R)-10,11-dihydro-3-[3-(pyridin-2-ylamino)-1-propyloxy]-5H-dibenzo[a,d]cycloheptene-10-acetate). Procedure: According to the procedure of Example 6 (c), except substituting ethyl (±)-10,11-dihydro-2-methyl-3-[3-(pyridin-2-ylamino)-1-propyloxy]-5H-dibenzo[a,d]cycloheptene-10-acetate for the ethyl (R)-10,11-dihydro-3-[3-(pyridin-2-ylamino)-1-propyloxy]-5H-dibenzo[a,d]cycloheptene-10-acetate, the title compound was obtained as an off white solid. 1H NMR (400 MHz, CDCl3) δ7.75 (d, 1 H), 7.65 (t, 1 H), 7.15 (m, 3 H), 7.05 (m, 1 H), 6.83 (s, 1 H), 6.7 (d, 1 H), 6.65 (m, 1 H), 6.60 (s,1 H), 4.25 (d, J=15.1 H... Yields the product CC1=CC2=C(CC3=C(C(C2)CC(=O)O)C=CC=C3)C=C1OCCCNC1=NC=CC=C1 ((±)-10,11-Dihydro-2-methyl-3-[3-(pyridin-2-ylamino)-1-propyloxy]-5H-dibenzo[a,d]cycloheptene-10-acetic Acid). The reactants are N1CCC2(CC1)CCC1=CC=CC=C12 (spiro[indane-1,4'-piperidine]), C([O-])([O-])=O.[K+].[K+] (potassium carbonate), ICCCCCC (iodohexane). The solvent is CN(C)C=O (DMF). The product is C(CCCCC)N1CCC2(CC1)CCC1=CC=CC=C12 (1'-hexylspiro[indane-1,4'-piperidine]). Isolated yield 52.6%. RXN SMILES: [NH:1]1[CH2:6][CH2:5][C:4]2([C:14]3[C:9](=[CH:10][CH:11]=[CH:12][CH:13]=3)[CH2:8][CH2:7]2)[CH2:3][CH2:2]1.C(=O)([O-])[O-].[K+].[K+].I[CH2:22][CH2:23][CH2:24][CH2:25][CH2:26][CH3:27]>CN(C=O)C>[CH2:22]([N:1]1[CH2:6][CH2:5][C:4]2([C:14]3[C:9](=[CH:10][CH:11]=[CH:12][CH:13]=3)[CH2:8][CH2:7]2)[CH2:3][CH2:2]1)[CH2:23][CH2:24][CH2:25][CH2:26][CH3:27] |f:1.2.3|. Procedure details: In the same way as that described in Example 1, step 5, the title compound was synthesised using spiro[indane-1,4'-piperidine] (0.4 g, 2.2 mmol), DMF (15 ml), potassium carbonate (0.33 g, 2.4 mmol) and iodohexane (0.62 g, 2.9 mmol). The crude residue was chromatographed in 1:1 petrol:ether to give 1'-hexylspiro[indane-1,4'-piperidine] (314 mg, 52%) as a pale yellow oil.